From a dataset of the Open Reaction Database (ORD), a public repository of structured organic reaction records. describe an organic reaction: reactants, conditions, products, and yield Yield: 58.3%. RXN SMILES: [CH2:1]([O:3][C:4]([C:6]1[C:7](=[O:11])[NH:8][NH:9][CH:10]=1)=[O:5])[CH3:2].C(=O)([O-])[O-].[K+].[K+].Br[CH2:19][CH:20](Br)[CH3:21]>CN(C)C=O>[CH2:1]([O:3][C:4]([C:6]1[CH:10]=[N:9][N:8]2[CH2:21][CH2:20][CH2:19][O:11][C:7]=12)=[O:5])[CH3:2] |f:1.2.3|. Solvent: CN(C=O)C (N,N-dimethylformamide). The reactants are C(C)OC(=O)C=1C(NNC1)=O (3-Oxo-2,3-dihydro-1H-pyrazole-4-carboxylic acid ethyl ester), C([O-])([O-])=O.[K+].[K+] (potassium carbonate), BrCC(C)Br (1,2-Dibromo-propane). Procedure details: 3-Oxo-2,3-dihydro-1H-pyrazole-4-carboxylic acid ethyl ester (13.2 g, 84.5 mmol), potassium carbonate (50 g, 0.3 mol) and N,N-dimethylformamide (500 mL) were combined in a 250 mL round bottom flask, and the mixture was heated to 130° C. 1,2-Dibromo-propane (10.4 mL, 0.10 mol) was added. After 30 minutes, the mixture was partitioned between DCM and water. The aqueous layer was extracted with DCM and the combined organics were washed with brine, dried (Na2SO4), filtered and concentrated in vacuo. T... Run at temperature 130 celsius, time 30 minute. Yields the product C(C)OC(=O)C=1C=NN2C1OCCC2 (6,7-Dihydro-5H-pyrazolo[5,1-b][1,3]oxazine-3-carboxylic acid ethyl ester). Starting materials: Brc1ccccc1COCCOCCOC1CCCCO1, O=C([O-])[O-], C1COCCO1, CCOC(C)=O, [Cs+], [Cs+], Cc1ccccc1C(=O)c1ccc(N)cc1Cl, O=C(C=Cc1ccccc1)C=Cc1ccccc1, O=C(C=Cc1ccccc1)C=Cc1ccccc1, O=C(C=Cc1ccccc1)C=Cc1ccccc1, O, [Pd], [Pd]. Yields the product Cc1ccccc1C(=O)c1ccc(Nc2ccccc2COCCOCCOC2CCCCO2)cc1Cl. As a reaction SMILES: [Br:1][c:2]1[c:3]([CH2:4][O:5][CH2:6][CH2:7][O:8][CH2:9][CH2:10][O:11][CH:12]2[O:13][CH2:14][CH2:15][CH2:16][CH2:17]2)[cH:18][cH:19][cH:20][cH:21]1.[C:39](=[O:40])([O-:41])[O-:42].[CH2:45]1[O:46][CH2:47][CH2:48][O:49][CH2:50]1.[CH3:52][CH2:53][O:54][C:55]([CH3:56])=[O:57].[Cs+:43].[Cs+:44].[NH2:22][c:23]1[cH:24][c:25]([Cl:38])[c:26]([C:29](=[O:30])[c:31]2[c:32]([CH3:37])[cH:33][cH:34][cH:35][cH:36]2)[cH:27][cH:28]1.[O:60]=[C:61]([CH:62]=[CH:63][c:64]1[cH:65][cH:66][cH:67][cH:68][cH:69]1)[CH:70]=[CH:71][c:72]1[cH:73][cH:74][cH:75][cH:76][cH:77]1.[O:78]=[C:79]([CH:80]=[CH:81][c:82]1[cH:83][cH:84][cH:85][cH:86][cH:87]1)[CH:88]=[CH:89][c:90]1[cH:91][cH:92][cH:93][cH:94][cH:95]1.[O:96]=[C:97]([CH:98]=[CH:99][c:100]1[cH:101][cH:102][cH:103][cH:104][cH:105]1)[CH:106]=[CH:107][c:108]1[cH:109][cH:110][cH:111][cH:112][cH:113]1.[OH2:51].[Pd:58].[Pd:59]>>[c:2]1([NH:22][c:23]2[cH:24][c:25]([Cl:38])[c:26]([C:29](=[O:30])[c:31]3[c:32]([CH3:37])[cH:33][cH:34][cH:35][cH:36]3)[cH:27][cH:28]2)[c:3]([CH2:4][O:5][CH2:6][CH2:7][O:8][CH2:9][CH2:10][O:11][CH:12]2[O:13][CH2:14][CH2:15][CH2:16][CH2:17]2)[cH:18][cH:19][cH:20][cH:21]1. Run in C(C)O (ethanol). Procedure: Following procedures similar to those employed in Step A of Example 2, the reaction of 10.0 g (0.0653 mole) of 4-fluorophenyl isothiocyanate with 3.01 g (0.0654 mole) of methylhydrazine in 100 ml of ethanol yielded 10 g of 4-(4-fluorophenyl)-2-methyl-3-thiosemicarbazide as a solid, mp 148°-150° C. The nmr spectrum was consistent with the proposed structure. The reactants are FC1=CC=C(C=C1)N=C=S (4-fluorophenyl isothiocyanate), CNN (methylhydrazine). As a reaction SMILES: [F:1][C:2]1[CH:7]=[CH:6][C:5]([N:8]=[C:9]=[S:10])=[CH:4][CH:3]=1.[CH3:11][NH:12][NH2:13]>C(O)C>[F:1][C:2]1[CH:7]=[CH:6][C:5]([NH:8][C:9](=[S:10])[N:12]([CH3:11])[NH2:13])=[CH:4][CH:3]=1. Yield: 76.9%. Yields the product FC1=CC=C(C=C1)NC(N(N)C)=S (4-(4-fluorophenyl)-2-methyl-3-thiosemicarbazide). Reactants: CCCCCC(O)C=CC1C=C(SC)C(=O)C1=CCCCCCC(=O)OC, CCOC(C)=O, CO, [Na+], O, O=C([O-])O. The product is CCCCCC(O)C=CC1C=C(S(C)=O)C(=O)C1=CCCCCCC(=O)OC. RXN SMILES: [CH3:1][S:2][C:3]1=[CH:7][CH:6]([CH:8]=[CH:9][CH:10]([CH2:11][CH2:12][CH2:13][CH2:14][CH3:15])[OH:16])[C:5](=[CH:17][CH2:18][CH2:19][CH2:20][CH2:21][CH2:22][C:23](=[O:24])[O:25][CH3:26])[C:4]1=[O:27].[CH3:28][CH2:29][O:30][C:31](=[O:32])[CH3:33].[CH3:39][OH:40].[Na+:34].[OH2:41].[OH:35][C:36](=[O:37])[O-:38]>>[CH3:1][S:2]([C:3]1=[CH:7][CH:6]([CH:8]=[CH:9][CH:10]([CH2:11][CH2:12][CH2:13][CH2:14][CH3:15])[OH:16])[C:5](=[CH:17][CH2:18][CH2:19][CH2:20][CH2:21][CH2:22][C:23](=[O:24])[O:25][CH3:26])[C:4]1=[O:27])=[O:30]. Starting materials: C1CCOC1, C[Si](C)(C)c1c(F)cccc1I, [Li]N1C(C)(C)CCCC1(C)C, CN(C)C=O. Yields the product C[Si](C)(C)c1c(I)ccc(C=O)c1F. As a reaction SMILES: [CH2:29]1[O:30][CH2:31][CH2:32][CH2:33]1.[F:1][c:2]1[cH:3][cH:4][cH:5][c:6]([I:12])[c:7]1[Si:8]([CH3:9])([CH3:10])[CH3:11].[Li:13][N:14]1[C:15]([CH3:16])([CH3:17])[CH2:18][CH2:19][CH2:20][C:21]1([CH3:22])[CH3:23].[O:24]=[CH:25][N:26]([CH3:27])[CH3:28]>>[F:1][c:2]1[c:3]([CH:25]=[O:24])[cH:4][cH:5][c:6]([I:12])[c:7]1[Si:8]([CH3:9])([CH3:10])[CH3:11]. The reactants are COc1ccc(Br)c2sncc12, C1COCCO1, CB1OB(C)OB(C)O1, ClCCl, [K+], [K+], O=C([O-])[O-], O, c1ccc(P(c2ccccc2)(c2ccccc2)[Pd](P(c2ccccc2)(c2ccccc2)c2ccccc2)(P(c2ccccc2)(c2ccccc2)c2ccccc2)P(c2ccccc2)(c2ccccc2)c2ccccc2)cc1. The product is COc1ccc(C)c2sncc12. As a reaction SMILES: [Br:1][c:2]1[cH:3][cH:4][c:5]([O:11][CH3:12])[c:6]2[cH:7][n:8][s:9][c:10]12.[CH2:28]1[O:29][CH2:30][CH2:31][O:32][CH2:33]1.[CH3:19][B:20]1[O:21][B:22]([CH3:23])[O:24][B:25]([CH3:26])[O:27]1.[Cl:35][CH2:36][Cl:37].[K+:13].[K+:14].[O-:15][C:16]([O-:17])=[O:18].[OH2:34].[cH:38]1[cH:39][cH:40][c:41]([P:42]([Pd:43]([P:44]([c:45]2[cH:46][cH:47][cH:48][cH:49][cH:50]2)([c:51]2[cH:52][cH:53][cH:54][cH:55][cH:56]2)[c:57]2[cH:58][cH:59][cH:60][cH:61][cH:62]2)([P:63]([c:64]2[cH:65][cH:66][cH:67][cH:68][cH:69]2)([c:70]2[cH:71][cH:72][cH:73][cH:74][cH:75]2)[c:76]2[cH:77][cH:78][cH:79][cH:80][cH:81]2)[P:82]([c:83]2[cH:84][cH:85][cH:86][cH:87][cH:88]2)([c:89]2[cH:90][cH:91][cH:92][cH:93][cH:94]2)[c:95]2[cH:96][cH:97][cH:98][cH:99][cH:100]2)([c:101]2[cH:102][cH:103][cH:104][cH:105][cH:106]2)[c:107]2[cH:108][cH:109][cH:110][cH:111][cH:112]2)[cH:113][cH:114]1>>[c:2]1([CH3:16])[cH:3][cH:4][c:5]([O:11][CH3:12])[c:6]2[cH:7][n:8][s:9][c:10]12. Starting materials: O=C([O-])O, COCCBr, CCOC(C)=O, CC#N, CCOC(=O)CNc1ccc(Cl)c(Cl)c1, [I-], [Na+], [Na+], CN(C)C=O, O, O, O=C(O)C(F)(F)F. The product is CCOC(=O)CN(CCOC)c1ccc(Cl)c(Cl)c1. As a reaction SMILES: [C:23](=[O:24])([OH:25])[O-:26].[CH3:16][O:17][CH2:18][CH2:19][Br:20].[CH3:36][CH2:37][O:38][C:39](=[O:40])[CH3:41].[CH3:42][C:43]#[N:44].[Cl:1][c:2]1[cH:3][c:4]([NH:9][CH2:10][C:11](=[O:12])[O:13][CH2:14][CH3:15])[cH:5][cH:6][c:7]1[Cl:8].[I-:22].[Na+:21].[Na+:27].[O:46]=[CH:47][N:48]([CH3:49])[CH3:50].[OH2:35].[OH2:45].[OH:28][C:29]([C:30]([F:31])([F:32])[F:33])=[O:34]>>[Cl:1][c:2]1[cH:3][c:4]([N:9]([CH2:10][C:11](=[O:12])[O:13][CH2:14][CH3:15])[CH2:19][CH2:18][O:17][CH3:16])[cH:5][cH:6][c:7]1[Cl:8]. Starting materials: C1(=CC=CC=C1)P(C1=CC=CC=C1)C1=CC=CC=C1 (triphenylphosphine), ClC1=C(C(=CC=C1)Cl)O (2,6-dichlorophenol), OCC1=NOC(=C1COC1=CC=C(C=C1)C=1C=C2C=CC(=NC2=CC1)C(=O)OC)C(C)C (methyl 6-[4-({[3-(hydroxymethyl)-5-(1-methylethyl)-4-isoxazolyl]methyl}oxy)phenyl]-2-quinolinecarboxylate), N(=NC(=O)OC(C)C)C(=O)OC(C)C (diisopropyl azodicarboxylate), [OH-].[Na+] (sodium hydroxide). Run in O1CCCC1.CO (tetrahydrofuran methanol). Reaction conditions: temperature 100 celsius, time 10 minute. Yields the product ClC1=C(C(=CC=C1)Cl)OCC1=NOC(=C1COC1=CC=C(C=C1)C=1C=C2C=CC(=NC2=CC1)C(=O)O)C(C)C (6-[4-({[3-{[(2,6-dichlorophenyl)oxy]methyl}-5-(1-methylethyl)-4-isoxazolyl]methyl}oxy)phenyl]-2-quinolinecarboxylic acid). Yield: 16.4%. As a reaction SMILES: C1(P(C2C=CC=CC=2)C2C=CC=CC=2)C=CC=CC=1.[Cl:20][C:21]1[CH:26]=[CH:25][CH:24]=[C:23]([Cl:27])[C:22]=1[OH:28].O[CH2:30][C:31]1[C:35]([CH2:36][O:37][C:38]2[CH:43]=[CH:42][C:41]([C:44]3[CH:45]=[C:46]4[C:51](=[CH:52][CH:53]=3)[N:50]=[C:49]([C:54]([O:56]C)=[O:55])[CH:48]=[CH:47]4)=[CH:40][CH:39]=2)=[C:34]([CH:58]([CH3:60])[CH3:59])[O:33][N:32]=1.N(C(OC(C)C)=O)=NC(OC(C)C)=O.[OH-].[Na+]>O1CCCC1.CO>[Cl:20][C:21]1[CH:26]=[CH:25][CH:24]=[C:23]([Cl:27])[C:22]=1[O:28][CH2:30][C:31]1[C:35]([CH2:36][O:37][C:38]2[CH:43]=[CH:42][C:41]([C:44]3[CH:45]=[C:46]4[C:51](=[CH:52][CH:53]=3)[N:50]=[C:49]([C:54]([OH:56])=[O:55])[CH:48]=[CH:47]4)=[CH:40][CH:39]=2)=[C:34]([CH:58]([CH3:60])[CH3:59])[O:33][N:32]=1 |f:4.5,6.7|. Procedure details: To a solution of triphenylphosphine (34 mg, 0.13 mmol), 2,6-dichlorophenol (21 mg, 0.13 mmol) and methyl 6-[4-({[3-(hydroxymethyl)-5-(1-methylethyl)-4-isoxazolyl]methyl}oxy)phenyl]-2-quinolinecarboxylate (56 mg, 0.13 mmol) was added diisopropyl azodicarboxylate (0.023 mL, 0.13 mmol). The solution was heated in a microwave reactor at 100° C. for 10 minutes. This heating was repeated again for 10 minutes. The mixture was adsorbed onto silica gel and purified by chromatography (silica gel, 0-60% et... Starting materials: C=CCC(O)C(O)C(O)C(O)C(O)CO, CCO, [H][H], [Pt]. Yields the product CCCC(O)C(O)C(O)C(O)C(O)CO. Reaction SMILES: [CH2:1]([CH:2]=[CH2:3])[CH:4]([OH:5])[CH:6]([CH:7]([OH:8])[CH:9]([OH:10])[CH:11]([OH:12])[CH2:13][OH:14])[OH:15].[CH3:18][CH2:19][OH:20].[H:16][H:17].[Pt:21]>>[CH2:1]([CH2:2][CH3:3])[CH:4]([OH:5])[CH:6]([CH:7]([OH:8])[CH:9]([OH:10])[CH:11]([OH:12])[CH2:13][OH:14])[OH:15]. Reactants: P(Cl)(Cl)(Cl)(Cl)Cl (phosphorous pentachloride), C[Si](Cl)(Cl)C (dimethyldichlorosilane), S1C(=CC=C1)CC(=O)NC1[C@@H]2N(C(=C(CS2)C=2SC(=NN2)N(C)C)C(=O)O)C1=O (7-thienylacetamido-3-(5-dimethylamino-1,3,4-thiadiazol-2-yl)-3-cephem-4-carboxylic acid), CN(C1=CC=CC=C1)C (dimethylaniline), C([O-])(O)=O.[Na+] (sodium bicarbonate). Run in CO (methanol), O (water), N1=CC=CC=C1 (pyridine), ClCCl (dichloromethane), ClCCl (dichloromethane). Reaction conditions: temperature -40 celsius. The product is NC1[C@@H]2N(C(=C(CS2)C=2SC(=NN2)N(C)C)C(=O)O)C1=O (7-amino-3-(5-dimethylamino-1,3,4-thiadiazol-2-yl)-3-cephem-4-carboxylic acid). Isolated yield 45.8%. Reaction SMILES: P(Cl)(Cl)(Cl)(Cl)Cl.S1C=CC=C1CC([NH:15][CH:16]1[C:34](=[O:35])[N:18]2[C:19]([C:31]([OH:33])=[O:32])=[C:20]([C:23]3[S:24][C:25]([N:28]([CH3:30])[CH3:29])=[N:26][N:27]=3)[CH2:21][S:22][C@H:17]12)=O.CN(C)C1C=CC=CC=1.C[Si](C)(Cl)Cl.C(=O)(O)[O-].[Na+]>ClCCl.O.CO.N1C=CC=CC=1>[NH2:15][CH:16]1[C:34](=[O:35])[N:18]2[C:19]([C:31]([OH:33])=[O:32])=[C:20]([C:23]3[S:24][C:25]([N:28]([CH3:30])[CH3:29])=[N:26][N:27]=3)[CH2:21][S:22][C@H:17]12 |f:4.5|. Reported procedure: To a suspension of 0.625 g of powdered phosphorous pentachloride in 20 ml of dichloromethane is added 0.474 g of pyridine under stirring at -40° C. To the resulting mixture is added dropwise a solution of 0.422 g of 7-thienylacetamido-3-(5-dimethylamino-1,3,4-thiadiazol-2-yl)-3-cephem-4-carboxylic acid (obtained in Example 42) in 10 ml of dichloromethane, 0.242 g of dimethylaniline and then 0.3 ml of dimethyldichlorosilane under stirring at -40° C. After stirring for 30 minutes at 0° C., to the ...